Dataset: the Open Reaction Database (ORD), a public repository of structured organic reaction records. Task: describe an organic reaction: reactants, conditions, products, and yield The reactants are C(C)OC(CCCN1CCN(CC1)C1=CC=C(C=C1)C(C)(C)C)=O (4-[4-(4-tert-butyl-phenyl)-piperazin-1-yl]-butyric acid ethyl ester), [OH-].[Li+] (lithium hydroxide), C(C)#N (Acetonitrile). Run in O1CCCC1 (tetrahydrofuran). Conditions: time 1 hour. Yields the product [Li+].C(C)(C)(C)C1=CC=C(C=C1)N1CCN(CC1)CCCC(=O)[O-] (4-[4-(4-tert-butylphenyl)-piperazin-1-yl]-butyric acid lithium salt). Isolated yield 189.9%. Reaction SMILES: C([O:3][C:4](=[O:24])[CH2:5][CH2:6][CH2:7][N:8]1[CH2:13][CH2:12][N:11]([C:14]2[CH:19]=[CH:18][C:17]([C:20]([CH3:23])([CH3:22])[CH3:21])=[CH:16][CH:15]=2)[CH2:10][CH2:9]1)C.[OH-].[Li+:26].C(#N)C>O1CCCC1>[Li+:26].[C:20]([C:17]1[CH:16]=[CH:15][C:14]([N:11]2[CH2:10][CH2:9][N:8]([CH2:7][CH2:6][CH2:5][C:4]([O-:24])=[O:3])[CH2:13][CH2:12]2)=[CH:19][CH:18]=1)([CH3:23])([CH3:21])[CH3:22] |f:1.2,5.6|. Procedure: To 4-[4-(4-tert-butyl-phenyl)-piperazin-1-yl]-butyric acid ethyl ester (1.41 g; 4.24 mmol, prepared in accordance with Example 166) is added a solution of lithium hydroxide (59 mg; 2.46 mmol in 3 mL of water) diluted with tetrahydrofuran (3 mL) and the resulting mixture is stirred at room temperature for one hour. Acetonitrile (50 mL) is added and the precipitate formed is then filtered and dried under high vacuum to afford the desired product (1.45 g) which is used in the next step without furt... Reactants: NC1=C(C(=CC=C1)N)NCC(C(=O)OCC)(F)F (ethyl 3-[(2,6-diaminophenyl)amino]-2,2-difluoropropanoate), ClC1=C(C=CC(=C1)Cl)N=C=S (2,4-dichlorophenyl isothiocyanate), resultant mixture. The solvent is O1CCCC1 (tetrahydrofuran). Run at time 2 hour. Yields the product NC1=C(C(=CC=C1)NC(NC1=C(C=C(C=C1)Cl)Cl)=S)NCC(C(=O)OCC)(F)F (Ethyl 3-[(2-amino-6-{[(2,4-dichlorophenyl)carbamothioyl]amino}phenyl)amino]-2,2-difluoropropanoate). As a reaction SMILES: [NH2:1][C:2]1[CH:7]=[CH:6][CH:5]=[C:4]([NH2:8])[C:3]=1[NH:9][CH2:10][C:11]([F:18])([F:17])[C:12]([O:14][CH2:15][CH3:16])=[O:13].[Cl:19][C:20]1[CH:25]=[C:24]([Cl:26])[CH:23]=[CH:22][C:21]=1[N:27]=[C:28]=[S:29]>O1CCCC1>[NH2:8][C:4]1[CH:5]=[CH:6][CH:7]=[C:2]([NH:1][C:28](=[S:29])[NH:27][C:21]2[CH:22]=[CH:23][C:24]([Cl:26])=[CH:25][C:20]=2[Cl:19])[C:3]=1[NH:9][CH2:10][C:11]([F:17])([F:18])[C:12]([O:14][CH2:15][CH3:16])=[O:13]. Reported procedure: To a solution of ethyl 3-[(2,6-diaminophenyl)amino]-2,2-difluoropropanoate (998.3 mg, 3.851 mmol) in tetrahydrofuran (20 mL) was added a solution of 2,4-dichlorophenyl isothiocyanate (785.9 mg, 3.851 mmol) at 0° C. The resultant mixture was stirred at 0° C. for 1 hr and warmed to room temperature and stirred for 2 hrs. After removal of solvent, the residue was purified by silica gel column chromatography eluting with a 0-60% ethyl acetate/n-hexane gradient mixture to give the title compound as a... Starting materials: [N-]=[N+]=NCc1ccc(C(F)F)o1, C1CCOC1, O, c1ccc(P(c2ccccc2)c2ccccc2)cc1. Yields the product NCc1ccc(C(F)F)o1. As a reaction SMILES: [N:1](=[N+:2]=[N-:3])[CH2:4][c:5]1[o:6][c:7]([CH:10]([F:11])[F:12])[cH:8][cH:9]1.[O:32]1[CH2:33][CH2:34][CH2:35][CH2:36]1.[OH2:37].[c:13]1([P:14]([c:15]2[cH:16][cH:17][cH:18][cH:19][cH:20]2)[c:21]2[cH:22][cH:23][cH:24][cH:25][cH:26]2)[cH:27][cH:28][cH:29][cH:30][cH:31]1>>[NH2:1][CH2:4][c:5]1[o:6][c:7]([CH:10]([F:11])[F:12])[cH:8][cH:9]1. Reactants: ice water, NC(=O)N (urea), C(C)(=O)OCC (ethyl acetate), [H-].[Na+] (sodium hydride), suspension, C(#N)C=1C=C(C=CC1)NC(=O)NCC1=CC=C(C=C1)C#N (N-(3-cyanophenyl)-N'-((4-cyanophenyl)methyl)urea), BrCCCCBr (1,4-dibromobutane). Solvent: CCCCCC (hexane), CN(C=O)C (dimethylformamide), CN(C=O)C (dimethylformamide), CN(C=O)C (dimethylformamide). Run at temperature 70 celsius. Product: C(#N)C=1C=C(C=CC1)N(C(=O)NCC1=CC=C(C=C1)C#N)C1CCCCCC1 (N-(3-cyanophenyl)-N'-((4-cyanophenyl)methyl)cycloheptyl-urea). RXN SMILES: [H-].[Na+].[C:3]([C:5]1[CH:6]=[C:7]([NH:11][C:12]([NH:14][CH2:15][C:16]2[CH:21]=[CH:20][C:19]([C:22]#[N:23])=[CH:18][CH:17]=2)=[O:13])[CH:8]=[CH:9][CH:10]=1)#[N:4].Br[CH2:25][CH2:26][CH2:27][CH2:28]Br.N[C:31](N)=O.C(O[CH2:38][CH3:39])(=O)C>CN(C)C=O.CCCCCC>[C:3]([C:5]1[CH:6]=[C:7]([N:11]([CH:25]2[CH2:39][CH2:38][CH2:31][CH2:28][CH2:27][CH2:26]2)[C:12]([NH:14][CH2:15][C:16]2[CH:17]=[CH:18][C:19]([C:22]#[N:23])=[CH:20][CH:21]=2)=[O:13])[CH:8]=[CH:9][CH:10]=1)#[N:4] |f:0.1|. Procedure details: To a suspension of sodium hydride (0.29 g of a 60 % suspension in mineral oil, 7.28 mmol) in dimethylformamide (45 ml) at ambient temperature was added a dimethylformamide solution (5 ml) of N-(3-cyanophenyl)-N'-((4-cyanophenyl)methyl)urea (0.67 g, 2.43 mmol). This mixture was stirred for 30 min before 1,4-dibromobutane (1.05 g, 4.85 mmol) in dimethylformamide (10 ml) was added over 20 min. The reaction was then heated at 70° C. for 1 h, after which analysis by thin layer chromatography (1:2 hex... The reactants are NC1=NC=C(C=C1C(=O)O)Br (2-amino-5-bromo-pyridine-3-carboxylic acid), NC1=NC(=CC=C1O)C (2-amino-6-methyl-pyridin-3-ol), polyphosphoric acid, [OH-].[Na+] (NaOH). The solvent is O (water). Conditions: temperature 200 celsius, time 5 hour. Product: crude product, BrC=1C=C(C(=NC1)N)C=1OC=2C(=NC(=CC2)C)N1 (5-bromo-3-(5-methyloxazolo[4,5-b]pyridin-2-yl)pyridin-2-amine). Isolated yield 35.6%. As a reaction SMILES: [NH2:1][C:2]1[C:7]([C:8]([OH:10])=O)=[CH:6][C:5]([Br:11])=[CH:4][N:3]=1.[NH2:12][C:13]1[C:18](O)=[CH:17][CH:16]=[C:15]([CH3:20])[N:14]=1.[OH-].[Na+]>O>[Br:11][C:5]1[CH:6]=[C:7]([C:8]2[O:10][C:18]3[C:13]([N:12]=2)=[N:14][C:15]([CH3:20])=[CH:16][CH:17]=3)[C:2]([NH2:1])=[N:3][CH:4]=1 |f:2.3|. Procedure details: A mixture of 2-amino-5-bromo-pyridine-3-carboxylic acid (1 g), 2-amino-6-methyl-pyridin-3-ol (1.4 g) and polyphosphoric acid (10 g) was stirred at 200° C. for 5 hours. The resulting mixture was cooled to room temperature, diluted with water (4 ml) and basified to pH 12 with aqueous NaOH 10N, then 2N. The reaction mixture was extracted with dichloromethane/acetonitrile, the organic phase was washed with water, a saturated aqueous solution of brine, dried over magnesium sulfate and concentrated to... Starting materials: CC(O)=S, O=[N+]([O-])c1ccc(Cl)cc1, [K+], [K+], O=C([O-])[O-]. The product is CC(=O)Nc1ccc(Cl)cc1. As a reaction SMILES: [C:11]([CH3:12])(=[S:13])[OH:14].[Cl:1][c:2]1[cH:3][cH:4][c:5]([N+:8]([O-:9])=[O:10])[cH:6][cH:7]1.[K+:15].[K+:16].[O-:17][C:18]([O-:19])=[O:20]>>[Cl:1][c:2]1[cH:3][cH:4][c:5]([NH:8][C:11]([CH3:12])=[O:14])[cH:6][cH:7]1.